Dataset: the Open Reaction Database (ORD), a public repository of structured organic reaction records. Task: describe an organic reaction: reactants, conditions, products, and yield The reactants are ClC1=C(C(=O)NNC2=C(C=CC=C2)Cl)C(=CC=C1)F (2-chloro-6-fluoro-N'-(o-chlorophenyl)-benzhydrazide), C(=O)(Cl)Cl (phosgene), C(=O)(Cl)Cl (phosgene). The solvent is C1(=CC=CC=C1)C (toluene), C1(=CC=CC=C1)C (toluene). Run at temperature 59 celsius. Yields the product ClC1=C(C(=CC=C1)F)C1=NN(C(O1)=O)C1=C(C=CC=C1)Cl (5-(2-chloro-6-fluorophenyl)-3-(2-chlorophenyl)-1,3,4-oxadiazol-2(3H)-one). Reaction SMILES: [Cl:1][C:2]1[CH:18]=[CH:17][CH:16]=[C:15]([F:19])[C:3]=1[C:4]([NH:6][NH:7][C:8]1[CH:13]=[CH:12][CH:11]=[CH:10][C:9]=1[Cl:14])=[O:5].[C:20](Cl)(Cl)=[O:21]>C1(C)C=CC=CC=1>[Cl:1][C:2]1[CH:18]=[CH:17][CH:16]=[C:15]([F:19])[C:3]=1[C:4]1[O:5][C:20](=[O:21])[N:7]([C:8]2[CH:13]=[CH:12][CH:11]=[CH:10][C:9]=2[Cl:14])[N:6]=1. Reported procedure: 39 g (0.13 mol) of 2-chloro-6-fluoro-N'-(o-chlorophenyl)-benzhydrazide are treated with a solution of 40 g (0.40 mol) of phosgene in 275 ml of toluene and the mixture is heated to reflux temperature (internal temperature 59° C.) for 2.5 hours. A further 13 g (0.13 mol) of phosgene in 70 ml of toluene are added thereto and the reaction mixture is heated to reflux temperature for a further 2.5 hours. The excess phosgene and toluene are distilled off, and the residue is taken up in 500 ml of diethy... Reactants: OC1=CC=C(C=C1)C1=CC2=NC=CN=C2C(=N1)NC[C@@H]1CN(CCO1)C(=O)OC(C)(C)C ((R)-tert-butyl 2-((7-(4-hydroxyphenyl)pyrido[4,3-b]pyrazin-5-ylamino)methyl)morpholine-4-carboxylate), C(=O)([O-])[O-].[Cs+].[Cs+] (Cs2CO3), BrCCCO (3-bromopropan-1-ol), O (water). Solvent: CN(C)C=O (DMF). Conditions: temperature 80 celsius, time 0.5 hour. Product: OCCCOC1=CC=C(C=C1)C1=CC2=NC=CN=C2C(=N1)NC[C@@H]1CN(CCO1)C(=O)OC(C)(C)C ((R)-tert-butyl 2-((7-(4-(3-hydroxypropoxy)phenyl)pyrido[4,3-b]pyrazin-5-ylamino)methyl)morpholine-4-carboxylate). As a reaction SMILES: [OH:1][C:2]1[CH:7]=[CH:6][C:5]([C:8]2[N:17]=[C:16]([NH:18][CH2:19][C@H:20]3[O:25][CH2:24][CH2:23][N:22]([C:26]([O:28][C:29]([CH3:32])([CH3:31])[CH3:30])=[O:27])[CH2:21]3)[C:15]3[C:10](=[N:11][CH:12]=[CH:13][N:14]=3)[CH:9]=2)=[CH:4][CH:3]=1.C([O-])([O-])=O.[Cs+].[Cs+].Br[CH2:40][CH2:41][CH2:42][OH:43].O>CN(C=O)C>[OH:43][CH2:42][CH2:41][CH2:40][O:1][C:2]1[CH:3]=[CH:4][C:5]([C:8]2[N:17]=[C:16]([NH:18][CH2:19][C@H:20]3[O:25][CH2:24][CH2:23][N:22]([C:26]([O:28][C:29]([CH3:32])([CH3:31])[CH3:30])=[O:27])[CH2:21]3)[C:15]3[C:10](=[N:11][CH:12]=[CH:13][N:14]=3)[CH:9]=2)=[CH:6][CH:7]=1 |f:1.2.3|. Reported procedure: To a solution of (R)-tert-butyl 2-((7-(4-hydroxyphenyl)pyrido[4,3-b]pyrazin-5-ylamino)methyl)morpholine-4-carboxylate (115 mg, 0.26 mmol) in DMF (5 mL) was added Cs2CO3 (128 mg, 0.39 mmol) and 3-bromopropan-1-ol (55 mg, 0.39 mmol). The reaction was stirred at 80° C. for 0.5 hours. TLC and LC-Ms showed the reaction had completed and the reaction was poured into water, extracted with EA, washed with water and brine, dried and concentrated, purified on TLC (CH2Cl2:MeOH=30:1) to give yellow solid. M... The reactants are N1C(=NC2=C1C=C1C(=C2)NCC1)S (1,5,6,7-tetrahydropyrrolo-(2,3-f)benzimidazole-2-thiol), [OH-].[Na+] (sodium hydroxide), Cl.ClCC1=NC=CC=C1 (2-chloromethyl-pyridine hyrochloride). The solvent is O (water), alcohol. Run at time 30 minute. The product is Cl.Cl.Cl.N1=C(C=CC=C1)CSC1=NC2=C(N1)C=C1C(=C2)NCC1 (1,5,6,7-tetrahydro-2-[(2-pyridylmethyl)thio]pyrrolo(2,3-f)benzimidazole trihydrochloride). Yield: 55.8%. RXN SMILES: [NH:1]1[C:5]2[CH:6]=[C:7]3[CH2:12][CH2:11][NH:10][C:8]3=[CH:9][C:4]=2[N:3]=[C:2]1[SH:13].[OH-].[Na+].[ClH:16].[Cl:17][CH2:18][C:19]1[CH:24]=[CH:23][CH:22]=[CH:21][N:20]=1>O>[ClH:17].[ClH:16].[ClH:17].[N:20]1[CH:21]=[CH:22][CH:23]=[CH:24][C:19]=1[CH2:18][S:13][C:2]1[NH:1][C:5]2[CH:6]=[C:7]3[CH2:12][CH2:11][NH:10][C:8]3=[CH:9][C:4]=2[N:3]=1 |f:1.2,3.4,6.7.8.9|. Reported procedure: To 2.5 g of 1,5,6,7-tetrahydropyrrolo-(2,3-f)benzimidazole-2-thiol, suspended in 40 ml of alcohol, were added dropwise while stirring 1.2 g of sodium hydroxide in 20 ml of water and, after 30 minutes, there were added 2.4 g of 2-chloromethyl-pyridine hyrochloride. The mixture was left to boil at reflux overnight, then evaporated and the residue was taken up in methylene chloride. The solution obtained was washed with 100 ml of 3N sodium hydroxide and three times with 100 ml of water, dried over ... Reactants: Cc1ccc(Br)cc1[N+](=O)[O-], C1COCCN1, O=C(C=Cc1ccccc1)C=Cc1ccccc1, O=C(C=Cc1ccccc1)C=Cc1ccccc1, O=C(C=Cc1ccccc1)C=Cc1ccccc1, [K+], [K+], [K+], CN(C)C=O, O, O=P([O-])([O-])[O-], [Pd], [Pd]. The product is Cc1ccc(N2CCOCC2)cc1[N+](=O)[O-]. Reaction SMILES: [Br:1][c:2]1[cH:3][c:4]([N+:9](=[O:10])[O-:11])[c:5]([CH3:8])[cH:6][cH:7]1.[CH2:20]1[CH2:21][O:22][CH2:23][CH2:24][NH:25]1.[CH:33](=[CH:34][C:35]([CH:36]=[CH:37][c:38]1[cH:39][cH:40][cH:41][cH:42][cH:43]1)=[O:44])[c:45]1[cH:46][cH:47][cH:48][cH:49][cH:50]1.[CH:51](=[CH:52][C:53]([CH:54]=[CH:55][c:56]1[cH:57][cH:58][cH:59][cH:60][cH:61]1)=[O:62])[c:63]1[cH:64][cH:65][cH:66][cH:67][cH:68]1.[CH:69](=[CH:70][C:71]([CH:72]=[CH:73][c:74]1[cH:75][cH:76][cH:77][cH:78][cH:79]1)=[O:80])[c:81]1[cH:82][cH:83][cH:84][cH:85][cH:86]1.[K+:17].[K+:18].[K+:19].[O:26]=[CH:27][N:28]([CH3:29])[CH3:30].[OH2:87].[P:12]([O-:13])([O-:14])([O-:15])=[O:16].[Pd:31].[Pd:32]>>[c:2]1([N:25]2[CH2:20][CH2:21][O:22][CH2:23][CH2:24]2)[cH:3][c:4]([N+:9](=[O:10])[O-:11])[c:5]([CH3:8])[cH:6][cH:7]1. The reactants are C(OC)(OC1=C(C=C2C=NN(C2=C1)C1=C(C=C(C=C1Cl)C(F)(F)F)Cl)[N+](=O)[O-])=O (methyl 1-(2,6-dichloro-4-trifluoromethylphenyl)-5-nitroindazol-6-yl carbonate), O (water), resultant mixture. Run in C(C)O (ethanol), S(O)(O)(=O)=O (sulfuric acid). Product: ClC1=C(C(=CC(=C1)C(F)(F)F)Cl)N1N=CC2=CC(=C(C=C12)O)[N+](=O)[O-] (1-(2,6-dichloro-4-trifluoromethylphenyl)-6-hydroxy-5-nitroindazole). Yield: 58.8%. RXN SMILES: C(=O)([O:4][C:5]1[CH:13]=[C:12]2[C:8]([CH:9]=[N:10][N:11]2[C:14]2[C:19]([Cl:20])=[CH:18][C:17]([C:21]([F:24])([F:23])[F:22])=[CH:16][C:15]=2[Cl:25])=[CH:7][C:6]=1[N+:26]([O-:28])=[O:27])OC.O>C(O)C.S(=O)(=O)(O)O>[Cl:25][C:15]1[CH:16]=[C:17]([C:21]([F:24])([F:22])[F:23])[CH:18]=[C:19]([Cl:20])[C:14]=1[N:11]1[C:12]2[C:8](=[CH:7][C:6]([N+:26]([O-:28])=[O:27])=[C:5]([OH:4])[CH:13]=2)[CH:9]=[N:10]1. Procedure details: To a solution of methyl 1-(2,6-dichloro-4-trifluoromethylphenyl)-5-nitroindazol-6-yl carbonate (8 g) in ethanol (100 g), 30% sulfuric acid (20 ml) was added, and the resultant mixture was refluxed for 6 hours. After completion of the reaction, the reaction mixture was poured into water and extracted with diethyl ether. The extract was dried over magnesium sulfate and concentrated under reduced pressure. The residue was purified by silica gel column chromatography with hexane-ethyl acetate (4:1) ... Reactants: C(C)(=O)N1C(CC(C2CC=CC=C12)C)(C)C (N-acetyl-2,2,4-trimethyltetrahydroquinoline), [N+](=O)(O)[O-] (nitric acid). Run in C(C)(=O)OC(C)=O (acetic anhydride), C(C)(=O)OC(C)=O (acetic anhydride). Run at temperature 0 celsius, time 30 minute. Yields the product C(C)(=O)N1C(CC(C2CC(=CC=C12)[N+](=O)[O-])C)(C)C (1-acetyl-2,2,4-trimethyl-6-nitrotetrahydroquinoline). The yield is 85.1%. RXN SMILES: [C:1]([N:4]1[C:13]2[CH:8]([CH2:9][CH:10]=[CH:11][CH:12]=2)[CH:7]([CH3:14])[CH2:6][C:5]1([CH3:16])[CH3:15])(=[O:3])[CH3:2].[N+:17]([O-])([OH:19])=[O:18]>C(OC(=O)C)(=O)C>[C:1]([N:4]1[C:13]2[CH:8]([CH2:9][C:10]([N+:17]([O-:19])=[O:18])=[CH:11][CH:12]=2)[CH:7]([CH3:14])[CH2:6][C:5]1([CH3:15])[CH3:16])(=[O:3])[CH3:2]. Procedure: 86.8 g of N-acetyl-2,2,4-trimethyltetrahydroquinoline are dissolved in 600 ml of acetic anhydride and the solution is cooled to 0° C. 28 g of fuming nitric acid in 50 ml of acetic anhydride are now added dropwise. The mixture is kept at 0° C. for a further 30 minutes and is then stirred overnight at room temperature. It is poured onto water and the precipitate is filtered off with suction. 89 g of 1-acetyl-2,2,4-trimethyl-6-nitrotetrahydroquinoline of melting point 91° C. are obtained. The reactants are CC#N, CCOC(C)=O, O=C(NCc1ccccn1)c1ccc(CCl)cc1, [K+], [K+], O=[N+]([O-])c1ccccc1S(=O)(=O)NC1CCCc2cccnc21, O=C([O-])[O-]. The product is O=C(NCc1ccccn1)c1ccc(CN(C2CCCc3cccnc32)S(=O)(=O)c2ccccc2[N+](=O)[O-])cc1. Reaction SMILES: [CH3:48][C:49]#[N:50].[CH3:51][CH2:52][O:53][C:54](=[O:55])[CH3:56].[Cl:24][CH2:25][c:26]1[cH:27][cH:28][c:29]([C:30](=[O:31])[NH:32][CH2:33][c:34]2[n:35][cH:36][cH:37][cH:38][cH:39]2)[cH:40][cH:41]1.[K+:42].[K+:43].[N+:1](=[O:2])([O-:3])[c:4]1[c:5]([S:10](=[O:11])(=[O:12])[NH:13][CH:14]2[CH2:15][CH2:16][CH2:17][c:18]3[cH:19][cH:20][cH:21][n:22][c:23]32)[cH:6][cH:7][cH:8][cH:9]1.[O-:44][C:45]([O-:46])=[O:47]>>[N+:1](=[O:2])([O-:3])[c:4]1[c:5]([S:10](=[O:11])(=[O:12])[N:13]([CH:14]2[CH2:15][CH2:16][CH2:17][c:18]3[cH:19][cH:20][cH:21][n:22][c:23]32)[CH2:25][c:26]2[cH:27][cH:28][c:29]([C:30](=[O:31])[NH:32][CH2:33][c:34]3[n:35][cH:36][cH:37][cH:38][cH:39]3)[cH:40][cH:41]2)[cH:6][cH:7][cH:8][cH:9]1. Reactants: C1(CC1)CCl ((cyclopropyl)chloromethane), [Mg] (magnesium), O1CCCC1 (tetrahydrofuran). Run in C(C)OCC (diethyl ether), CCOCC (ether). The product is C(CCC)OCCCC (di-n-butyl ether), (cyclopropyl)methyl Grignard reagent. As a reaction SMILES: [CH:1]1([CH2:4]Cl)[CH2:3][CH2:2]1.[Mg].[O:7]1[CH2:11][CH2:10][CH2:9][CH2:8]1>C(OCC)C>[CH2:2]([O:7][CH2:8][CH2:9][CH2:10][CH3:11])[CH2:3][CH2:1][CH3:4]. Procedure details: In another method, the organosilicon compound catalyst system component (C) is obtained by the reaction of a monocycloalkyltrialkoxysilane (i.e., mono(cyclopropyl)methyl-, mono(cyclobutyl)methyl-, mono(cyclopentyl)methyl-, mono(cyclohexyl)methyl-, mono(cycloheptyl)methyl-trialkoxysilane) with a (cycloalkyl)methyl Grignard reagent. For example, (cyclopropyl)chloromethane is first reacted with magnesium in the presence of a solvent, e.g., an ether such as tetrahydrofuran, diethyl ether, or di-n-bu... Reactants: COC(CCC1=C(C=CC(=C1)C(=O)C1=NC(=CC=C1)C(=O)OC)OC)=O (3-[5-(6-methoxycarbonyl-2-pyridylcarbonyl)-2-methoxyphenyl]-propionic acid methyl ester). The solvent is Br (hydrobromic acid). The product is COC(CCC1=C(C=CC(=C1)C(=O)C1=NC(=CC=C1)C(=O)OC)O)=O (3-[5-(6-methoxycarbonyl-2-pyridylcarbonyl)-2-hydroxyphenyl]-proPionic acid methyl ester). The yield is 51.2%. RXN SMILES: [CH3:1][O:2][C:3](=[O:26])[CH2:4][CH2:5][C:6]1[CH:11]=[C:10]([C:12]([C:14]2[CH:19]=[CH:18][CH:17]=[C:16]([C:20]([O:22][CH3:23])=[O:21])[N:15]=2)=[O:13])[CH:9]=[CH:8][C:7]=1[O:24]C>Br>[CH3:1][O:2][C:3](=[O:26])[CH2:4][CH2:5][C:6]1[CH:11]=[C:10]([C:12]([C:14]2[CH:19]=[CH:18][CH:17]=[C:16]([C:20]([O:22][CH3:23])=[O:21])[N:15]=2)=[O:13])[CH:9]=[CH:8][C:7]=1[OH:24]. Procedure details: 1.3g of 3-[5-(6-methoxycarbonyl-2-pyridylcarbonyl)-2-methoxyphenyl]-propionic acid methyl ester is refluxed in 12 ml of 62% hydrobromic acid for 12 hours. The reaction mixture is poured on ice/water, the precipitate is suctioned off and dried. The crude product (1.2g) is refluxed in 11 ml of methanol with 3 drops of concentrated sulfuric acid and concentrated by evaporation. The residue is taken up in ethyl acetate, shaken out with 10% sodium bicarbonate solution, washed with saturated common sa...